From a dataset of the Open Reaction Database (ORD), a public repository of structured organic reaction records. describe an organic reaction: reactants, conditions, products, and yield Starting materials: COC1=NC=C(C=C1)C1=CC=C(C=C1)[N+](=O)[O-] (2-methoxy-5-(4-nitro-phenyl)-pyridine). Reagents/catalysts: [Pd] (Pd—C). The solvent is CCO (EtOH). The product is COC1=CC=C(C=N1)C1=CC=C(C=C1)N (4-(6-Methoxy-pyridin-3-yl)-phenylamine). Yield: 82.0%. RXN SMILES: [CH3:1][O:2][C:3]1[CH:8]=[CH:7][C:6]([C:9]2[CH:14]=[CH:13][C:12]([N+:15]([O-])=O)=[CH:11][CH:10]=2)=[CH:5][N:4]=1>CCO.[Pd]>[CH3:1][O:2][C:3]1[N:4]=[CH:5][C:6]([C:9]2[CH:14]=[CH:13][C:12]([NH2:15])=[CH:11][CH:10]=2)=[CH:7][CH:8]=1. Procedure: A mixture of 2-methoxy-5-(4-nitro-phenyl)-pyridine (as prepared in the previous step, 102 mg, 0.443 mmol) and 5% Pd—C (80 mg) was stirred under 1 atm H2 in 4 mL of EtOH for 4 h and then filtered through Celite and concentrated in vacuo to afford 73 mg (82%) of the title compound. Mass spectrum (ESI, m/z): Calcd. for C12H12N2O, 201.0 (M+H), found 201.3. Starting materials: ClC1=CC=C2C(=CNC2=C1)C(=O)N1CCC2(CC1)OC(NC1=C2C=CC=C1)=O (1′-[(6-chloro-1H-indol-3-yl)carbonyl]spiro[3,1-benzoxazine-4,4′-piperidin]-2(1H)-one), [H-].[Na+] (NaH), [Cl-].[NH4+] (ammonium chloride), FC=1C=C(C(=O)Cl)C=CC1 (3-fluoro-benzoyl chloride). The solvent is CN(C)C=O (DMF). Reaction conditions: time 15 minute. The product is ClC1=CC=C2C(=CN(C2=C1)C(C1=CC(=CC=C1)F)=O)C(=O)N1CCC2(CC1)OC(NC1=C2C=CC=C1)=O (1′-{[6-chloro-1-(3-fluorobenzoyl)-1H-indol-3-yl]carbonyl}spiro[3,1-benzoxazine-4,4′-piperidin]-2(1H)-one). As a reaction SMILES: [Cl:1][C:2]1[CH:10]=[C:9]2[C:5]([C:6]([C:11]([N:13]3[CH2:18][CH2:17][C:16]4([C:23]5[CH:24]=[CH:25][CH:26]=[CH:27][C:22]=5[NH:21][C:20](=[O:28])[O:19]4)[CH2:15][CH2:14]3)=[O:12])=[CH:7][NH:8]2)=[CH:4][CH:3]=1.[H-].[Na+].[F:31][C:32]1[CH:33]=[C:34]([CH:38]=[CH:39][CH:40]=1)[C:35](Cl)=[O:36].[Cl-].[NH4+]>CN(C=O)C>[Cl:1][C:2]1[CH:10]=[C:9]2[C:5]([C:6]([C:11]([N:13]3[CH2:18][CH2:17][C:16]4([C:23]5[CH:24]=[CH:25][CH:26]=[CH:27][C:22]=5[NH:21][C:20](=[O:28])[O:19]4)[CH2:15][CH2:14]3)=[O:12])=[CH:7][N:8]2[C:35](=[O:36])[C:34]2[CH:38]=[CH:39][CH:40]=[C:32]([F:31])[CH:33]=2)=[CH:4][CH:3]=1 |f:1.2,4.5|. Procedure details: To a solution of 100 mg (0.252 mmol) 1′-[(6-chloro-1H-indol-3-yl)carbonyl]spiro[3,1-benzoxazine-4,4′-piperidin]-2(1H)-one (described in example 1) in dry DMF (5 ml) was added 10 mg NaH (0.25 mmol, 60% in oil). After 15 minutes at RT, 43.9 mg (0.277 mmol) of 3-fluoro-benzoyl chloride was added and stirring continued overnight. The reaction mixture was poured onto an aqueous solution of ammonium chloride, and the product extracted twice with ethyl acetate. The combined organic phases were dried on...